Task: describe an organic reaction: reactants, conditions, products, and yield. Dataset: the Open Reaction Database (ORD), a public repository of structured organic reaction records Starting materials: NC1=CC=C(C=2C(C3=C(C=CC=C3C(C12)=O)N)=O)OCCN(C)C (1,5-diamino-4-(2-dimethylamino-ethoxy)-anthraquinone), NC1=CC=C(C=2C(C3=C(C=CC=C3C(C12)=O)N)=O)Cl (1,5-diamino-4-chloro-anthraquinone), CNN(CCO)NC (N,N-dimethylaminoethanolamine), [Na] (sodium), COS(=O)(=O)OC (dimethylsulfate). Run in ClC1=CC=CC=C1 (chlorobenzene), O (water). Yields the product COS(=O)(=O)[O-].NC1=CC=C(C=2C(C3=C(C=CC=C3C(C12)=O)N)=O)OCC[N+](C)(C)C ([2-(4,8-diamino-9,10-dioxo-9,10-dihydro-anthracene-1-yloxy)-ethyl]-trimethyl-ammonium methylsulfate). As a reaction SMILES: [NH2:1][C:2]1[C:15]2[C:14](=[O:16])[C:13]3[C:8](=[C:9]([NH2:17])[CH:10]=[CH:11][CH:12]=3)[C:7](=[O:18])[C:6]=2[C:5]([O:19][CH2:20][CH2:21][N:22]([CH3:24])[CH3:23])=[CH:4][CH:3]=1.N[C:26]1C2C(=O)C3C(=C(N)C=CC=3)C(=O)C=2C(Cl)=CC=1.CNN(NC)CCO.[Na].[CH3:53][O:54][S:55]([O:58]C)(=[O:57])=[O:56]>O.ClC1C=CC=CC=1>[CH3:53][O:54][S:55]([O-:58])(=[O:57])=[O:56].[NH2:1][C:2]1[C:15]2[C:14](=[O:16])[C:13]3[C:8](=[C:9]([NH2:17])[CH:10]=[CH:11][CH:12]=3)[C:7](=[O:18])[C:6]=2[C:5]([O:19][CH2:20][CH2:21][N+:22]([CH3:26])([CH3:24])[CH3:23])=[CH:4][CH:3]=1 |f:7.8,^1:51|. Procedure details: 6.6 parts of 1,5-diamino-4-(2-dimethylamino-ethoxy)-anthraquinone prepared from 1,5-diamino-4-chloro-anthraquinone, N,N-dimethylaminoethanolamine and metallic sodium at 95-120° C. were dispersed in 75 parts of chlorobenzene and treated with 1.4 parts of dimethylsulfate. The reaction mixture was kept for 1½ hours at room temperature. The precipitate was filtered off and stirred with 150 parts of water followed by filtration. The filtrate was evaporated in vacuo yielding 2.5 parts of the dye of fo... Starting materials: CO, Cl, [H][H], CCCc1nccn1N=Cc1cc(C(C)(C)C)c(O)c(C(C)(C)C)c1, [Pd]. Product: CCCc1nccn1NCc1cc(C(C)(C)C)c(O)c(C(C)(C)C)c1. RXN SMILES: [CH3:29][OH:30].[ClH:26].[H:27][H:28].[OH:1][c:2]1[c:3]([C:22]([CH3:23])([CH3:24])[CH3:25])[cH:4][c:5]([CH:6]=[N:7][n:8]2[c:9]([CH2:13][CH2:14][CH3:15])[n:10][cH:11][cH:12]2)[cH:16][c:17]1[C:18]([CH3:19])([CH3:20])[CH3:21].[Pd:31]>>[OH:1][c:2]1[c:3]([C:22]([CH3:23])([CH3:24])[CH3:25])[cH:4][c:5]([CH2:6][NH:7][n:8]2[c:9]([CH2:13][CH2:14][CH3:15])[n:10][cH:11][cH:12]2)[cH:16][c:17]1[C:18]([CH3:19])([CH3:20])[CH3:21]. Starting materials: CC(C)(C)c1ccc(C=O)c(O)c1, CCOC(C)=O, Cl, CCOC(=O)C=CC(F)(F)C(F)(F)F, [K+], [K+], O=C([O-])[O-], CN(C)C=O. The product is CCOC(=O)C1=Cc2ccc(C(C)(C)C)cc2OC1C(F)(F)C(F)(F)F. RXN SMILES: [C:1]([CH3:2])([CH3:3])([CH3:4])[c:5]1[cH:6][c:7]([OH:13])[c:8]([CH:9]=[O:10])[cH:11][cH:12]1.[CH3:40][CH2:41][O:42][C:43](=[O:44])[CH3:45].[ClH:34].[F:14][C:15]([CH:16]=[CH:17][C:18](=[O:19])[O:20][CH2:21][CH3:22])([C:23]([F:24])([F:25])[F:26])[F:27].[K+:28].[K+:29].[O-:30][C:31]([O-:32])=[O:33].[O:35]=[CH:36][N:37]([CH3:38])[CH3:39]>>[C:1]([CH3:2])([CH3:3])([CH3:4])[c:5]1[cH:6][c:7]2[c:8]([cH:11][cH:12]1)[CH:9]=[C:17]([C:18](=[O:19])[O:20][CH2:21][CH3:22])[CH:16]([C:15]([F:14])([C:23]([F:24])([F:25])[F:26])[F:27])[O:13]2. Reactants: C(#N)C=1C(=NNC1N=CN(C)C)OCCO (N′-[4-cyano-3-(2-hydroxyethoxy)-1H-pyrazol-5-yl]-N,N-dimethylimidoformamide), ClC=1C=C(N)C=CC1OCC1=CC(=CC=C1)F (3-chloro-4-[(3-fluorobenzyl)oxy]aniline), crude mixture. The solvent is C(C)(=O)O (acetic acid), C(C)OCC (diethyl ether). Reaction conditions: temperature 150 celsius. Product: ClC=1C=C(C=CC1OCC1=CC(=CC=C1)F)NC1=C2C(=NC=N1)NN=C2OCCO (2-{[4-({3-chloro-4-[(3-fluorobenzyl)oxy]phenyl}amino)-1H-pyrazolo[3,4-d]pyrimidin-3-yl]oxy}ethanol). Yield: 70.1%. Reaction SMILES: [C:1]([C:3]1[C:4]([O:13][CH2:14][CH2:15][OH:16])=[N:5][NH:6][C:7]=1[N:8]=[CH:9][N:10](C)C)#[N:2].[Cl:17][C:18]1[CH:19]=[C:20]([CH:22]=[CH:23][C:24]=1[O:25][CH2:26][C:27]1[CH:32]=[CH:31][CH:30]=[C:29]([F:33])[CH:28]=1)N>C(O)(=O)C.C(OCC)C>[Cl:17][C:18]1[CH:19]=[C:20]([NH:2][C:1]2[N:10]=[CH:9][N:8]=[C:7]3[NH:6][N:5]=[C:4]([O:13][CH2:14][CH2:15][OH:16])[C:3]=23)[CH:22]=[CH:23][C:24]=1[O:25][CH2:26][C:27]1[CH:32]=[CH:31][CH:30]=[C:29]([F:33])[CH:28]=1. Reported procedure: A suspension of N′-[4-cyano-3-(2-hydroxyethoxy)-1H-pyrazol-5-yl]-N,N-dimethylimidoformamide (500 mg, 2.24 mmol) and 3-chloro-4-[(3-fluorobenzyl)oxy]aniline (564 mg, 2.24 mmol) in acetic acid (2.5 ml) was heated under microwave at 150° C. for 2 minutes. The crude mixture was diluted with diethyl ether and the precipitated solid was filtered, rinsed with ether and dried under vacuum to give the title compound as a white solid (675 mg, 70%); NMR spectrum: 3.79 (t, 2H), 4.31 (t, 2H), 5.26 (s, 2H), 7... The reactants are CC1(C)OC2C(CNS(N)(=O)=O)OC(n3cnc4c(NC5CCc6ccccc65)ncnc43)C2O1, O=C(O)C(F)(F)F, O. Yields the product NS(=O)(=O)NCC1OC(n2cnc3c(NC4CCc5ccccc54)ncnc32)C(O)C1O. As a reaction SMILES: [CH:1]1([NH:10][c:11]2[c:12]3[n:13][cH:14][n:15]([CH:20]4[O:21][CH:22]([CH2:30][NH:31][S:32](=[O:33])(=[O:34])[NH2:35])[CH:23]5[CH:24]4[O:25][C:26]([CH3:28])([CH3:29])[O:27]5)[c:16]3[n:17][cH:18][n:19]2)[CH2:2][CH2:3][c:4]2[cH:5][cH:6][cH:7][cH:8][c:9]21.[F:37][C:38]([F:39])([F:40])[C:41]([OH:42])=[O:43].[OH2:36]>>[CH:1]1([NH:10][c:11]2[c:12]3[n:13][cH:14][n:15]([CH:20]4[O:21][CH:22]([CH2:30][NH:31][S:32](=[O:33])(=[O:34])[NH2:35])[CH:23]([OH:27])[CH:24]4[OH:25])[c:16]3[n:17][cH:18][n:19]2)[CH2:2][CH2:3][c:4]2[cH:5][cH:6][cH:7][cH:8][c:9]21. The reagents and catalysts are [Cu]Cl (copper (I) chloride). Reported procedure: Sodium nitrite (0.172 g, 2.5 mmol) was added to a stirred solution of 2-chloro-6-fluoro-3-methyl-phenylamine (0.400 g, 2.5 mmol) in water (20 ml) and 37% aqueous hydrogen chloride (5 ml) at −5° C. The mixture was stirred at −5° C. for 5 minutes and then added in one pot to a solution of copper (I) chloride (0.742 g, 7.5 mmol) in 37% aqueous hydrogen chloride (5 ml) whilst maintaining the temperature at −5 to 0° C. The reaction mixture was heated to 38° C. and stirred for 1 hr then the mixture wa... Starting materials: Cl (hydrogen chloride), N(=O)[O-].[Na+] (Sodium nitrite), ClC1=C(C(=CC=C1C)F)N (2-chloro-6-fluoro-3-methyl-phenylamine), Cl (hydrogen chloride), C(C)OCC (diethyl ether). The product is ClC1=C(C=CC(=C1Cl)C)F (2,3-dichloro-1-fluoro-4-methylbenzene). As a reaction SMILES: N([O-])=O.[Na+].[Cl:5][C:6]1[C:11]([CH3:12])=[CH:10][CH:9]=[C:8]([F:13])[C:7]=1N.C(OCC)C.[ClH:20]>O.[Cu]Cl>[Cl:20][C:7]1[C:6]([Cl:5])=[C:11]([CH3:12])[CH:10]=[CH:9][C:8]=1[F:13] |f:0.1|. The solvent is O (water). Run at temperature -5 celsius, time 5 minute. The reactants are C1CCOC1, Cl, [Na+], [OH-], CCOC(=O)Cc1ccc(Nc2nc3ccccc3o2)cc1. Product: O=C(O)Cc1ccc(Nc2nc3ccccc3o2)cc1. RXN SMILES: [CH2:25]1[O:26][CH2:27][CH2:28][CH2:29]1.[ClH:30].[Na+:24].[OH-:23].[o:1]1[c:2]([NH:10][c:11]2[cH:12][cH:13][c:14]([CH2:17][C:18](=[O:19])[O:20][CH2:21][CH3:22])[cH:15][cH:16]2)[n:3][c:4]2[c:5]1[cH:6][cH:7][cH:8][cH:9]2>>[o:1]1[c:2]([NH:10][c:11]2[cH:12][cH:13][c:14]([CH2:17][C:18](=[O:19])[OH:20])[cH:15][cH:16]2)[n:3][c:4]2[c:5]1[cH:6][cH:7][cH:8][cH:9]2. The reactants are S(=O)(Cl)Cl (thionyl chloride), OC(C(=O)N(C)C)C1=C(N=C2N1C=C(C=C2)C)C2=CC=C(C=C2)COC (α-hydroxy-N,N-dimethyl-6-methyl-2-[4-(methoxymethyl)phenyl]imidazo[1,2-a]pyridine-3-acetamide), C(O)S(=O)[O-].[Na+] (Rongalite). Solvent: C(Cl)Cl (methylene chloride), C(Cl)Cl (methylene chloride). Conditions: time 15 hour. The product is CN(C(CC1=C(N=C2N1C=C(C=C2)C)C2=CC=C(C=C2)COC)=O)C (N,N,6-Trimethyl-2-[4-(methoxymethyl)phenyl]imidazo[1,2-a]pyridine-3-acetamide). RXN SMILES: S(Cl)(Cl)=O.O[CH:6]([C:12]1[N:16]2[CH:17]=[C:18]([CH3:21])[CH:19]=[CH:20][C:15]2=[N:14][C:13]=1[C:22]1[CH:27]=[CH:26][C:25]([CH2:28][O:29][CH3:30])=[CH:24][CH:23]=1)[C:7]([N:9]([CH3:11])[CH3:10])=[O:8].C(S([O-])=O)O.[Na+]>C(Cl)Cl>[CH3:11][N:9]([CH3:10])[C:7](=[O:8])[CH2:6][C:12]1[N:16]2[CH:17]=[C:18]([CH3:21])[CH:19]=[CH:20][C:15]2=[N:14][C:13]=1[C:22]1[CH:27]=[CH:26][C:25]([CH2:28][O:29][CH3:30])=[CH:24][CH:23]=1 |f:2.3|. Reported procedure: 8.5 ml of thionyl chloride are added dropwise to 1.5 g (4.2×10-3 mol) of α-hydroxy-N,N-dimethyl-6-methyl-2-[4-(methoxymethyl)phenyl]imidazo[1,2-a]pyridine-3-acetamide (IX) dissolved in 85 ml of dry methylene chloride. The mixture is left stirred for 15 h at room temperature and evaporated to dryness, the residue is taken up with pentane, crystallized and dried under vacuum. A white solid is obtained which is dissolved in 120 ml of methylene chloride, 1.9 g (1.2×10-2 mol, 3 eq) of Rongalite are a...